Task: describe an organic reaction: reactants, conditions, products, and yield. Dataset: the Open Reaction Database (ORD), a public repository of structured organic reaction records The reactants are BrBr, ClC(Cl)(Cl)Cl, c1ccncc1, CC(=O)Oc1ccc2ncccc2c1. Yields the product CC(=O)Oc1ccc2ncc(Br)cc2c1. As a reaction SMILES: [Br:21][Br:22].[Cl:23][C:24]([Cl:25])([Cl:26])[Cl:27].[cH:15]1[cH:16][cH:17][n:18][cH:19][cH:20]1.[n:1]1[cH:2][cH:3][cH:4][c:5]2[cH:6][c:7]([O:11][C:12]([CH3:13])=[O:14])[cH:8][cH:9][c:10]12>>[n:1]1[cH:2][c:3]([Br:21])[cH:4][c:5]2[cH:6][c:7]([O:11][C:12]([CH3:13])=[O:14])[cH:8][cH:9][c:10]12. The reactants are [Te] (tellurium), [BH4-].[Na+] (sodium borohydride), [TeH2].[Na] (sodium tellurium hydride), C(C)(=O)O[C@H]1[C@@H](O[C@@H]([C@H]([C@@H]1OC(C)=O)OC(C)=O)COC(C)=O)OC1=C(C(=CC=C1)O)C(C)=O (2'-(2,3,4,6-tetra-O-acetyl-β-D-glucopyranosyloxy)-6'-hydroxyacetophenone), O1C2=C(C=C1)C=C(C=C2)C=O (benzo[b]furan-5-carbaldehyde), [OH-].[K+] (potassium hydroxide). The solvent is C(C)O (ethanol), C(C)O (ethanol). Conditions: time 8 hour. Yields the product [C@@H]1([C@H](O)[C@@H](O)[C@H](O)[C@H](O1)CO)OC1=C(C(=CC=C1)O)C(CCC1=CC2=C(OC=C2)C=C1)=O (2'-(β-D-glucopyranosyloxy)-6'-hydroxy-3-(5-benzo[b]furanyl)propiophenone). Yield: 54.0%. As a reaction SMILES: C([O:4][C@@H:5]1[C@@H:10]([O:11]C(=O)C)[C@H:9]([O:15]C(=O)C)[C@@H:8]([CH2:19][O:20]C(=O)C)[O:7][C@H:6]1[O:24][C:25]1[CH:30]=[CH:29][CH:28]=[C:27]([OH:31])[C:26]=1[C:32](=[O:34])[CH3:33])(=O)C.[O:35]1[CH:39]=[CH:38][C:37]2[CH:40]=[C:41]([CH:44]=O)[CH:42]=[CH:43][C:36]1=2.[OH-].[K+].[TeH2].[Na].[Te].[BH4-].[Na+]>C(O)C>[C@@H:6]1([O:24][C:25]2[CH:30]=[CH:29][CH:28]=[C:27]([OH:31])[C:26]=2[C:32](=[O:34])[CH2:33][CH2:44][C:41]2[CH:42]=[CH:43][C:36]3[O:35][CH:39]=[CH:38][C:37]=3[CH:40]=2)[O:7][C@H:8]([CH2:19][OH:20])[C@@H:9]([OH:15])[C@H:10]([OH:11])[C@H:5]1[OH:4] |f:2.3,4.5,7.8,^1:48,^3:49|. Procedure details: To a mixture of 2'-(2,3,4,6-tetra-O-acetyl-β-D-glucopyranosyloxy)-6'-hydroxyacetophenone (965 mg), benzo[b]furan-5-carbaldehyde (350 mg) and ethanol (10 ml) is added dropwise a 50% aqueous potassium hydroxide solution (2 ml), and the mixture is stirred at room temperature overnight. The mixture is evaporated to remove the solvent, and to the residue are added water and diisopropyl ether. The mixture is stirred, and the aqueous layer is collected. The aqueous layer is neutralized with a 10% hydro... The reactants are N1=C(C=CC=C1)N(C(=O)C1=CC2=C(N(C(=N2)CCC2=CC=C(C=C2)C#N)C)C=C1)CC(=O)OCC (1-methyl-2-[2-(4-cyanophenyl)ethyl]benzimidazol-5-yl-carboxylic acid-N-(2-pyridyl)-N-(ethoxycarbonylmethyl)amide), Cl (hydrochloric acid), C(C)O (ethanol), C([O-])([O-])=O.[NH4+].[NH4+] (ammonium carbonate), C27H28N6O3. Solvent: ClCCl.C(C)O (dichloromethane ethanol). Product: Cl.Cl.N1=C(C=CC=C1)N(C(=O)C1=CC2=C(N(C(=N2)CCC2=CC=C(C=C2)C(N)=N)C)C=C1)CC(=O)OCC (1-Methyl-2-[2-(4-amidinophenyl)ethyl]benzimidazol-5-yl-carboxylic acid-N-(2-pyridyl)-N-(ethoxycarbonylmethyl)amide Dihydrochloride). The yield is 90.0%. As a reaction SMILES: [N:1]1[CH:6]=[CH:5][CH:4]=[CH:3][C:2]=1[N:7]([CH2:30][C:31]([O:33][CH2:34][CH3:35])=[O:32])[C:8]([C:10]1[CH:29]=[CH:28][C:13]2[N:14]([CH3:27])[C:15]([CH2:17][CH2:18][C:19]3[CH:24]=[CH:23][C:22]([C:25]#[N:26])=[CH:21][CH:20]=3)=[N:16][C:12]=2[CH:11]=1)=[O:9].[ClH:36].C(O)C.C(=O)([O-])[O-].[NH4+:44].[NH4+]>ClCCl.C(O)C>[ClH:36].[ClH:36].[N:1]1[CH:6]=[CH:5][CH:4]=[CH:3][C:2]=1[N:7]([CH2:30][C:31]([O:33][CH2:34][CH3:35])=[O:32])[C:8]([C:10]1[CH:29]=[CH:28][C:13]2[N:14]([CH3:27])[C:15]([CH2:17][CH2:18][C:19]3[CH:24]=[CH:23][C:22]([C:25](=[NH:44])[NH2:26])=[CH:21][CH:20]=3)=[N:16][C:12]=2[CH:11]=1)=[O:9] |f:3.4.5,6.7,8.9.10|. Procedure: Prepared analogously to Example 25d from 1-methyl-2-[2-(4-cyanophenyl)ethyl]benzimidazol-5-yl-carboxylic acid-N-(2-pyridyl)-N-(ethoxycarbonylmethyl)amide, ethanolic hydrochloric acid, ethanol, and ammonium carbonate. Yield: 90% of theory, C27H28N6O3 (484.6); Rf value: 0.17 (silica gel; dichloromethane/ethanol=4:1); EKA mass spectrum: (M+H)+=485; (M+2H)++=243; (M+H+Na)++=254. The reactants are FC(F)(F)c1cccnc1N1CCN(c2nc3ccc(Br)cc3[nH]2)CC1, COCCOC, CCOC(C)=O, [Cl-], OB(O)c1ccc(F)c(F)c1, [Li+], [Na+], [Na+], O=C([O-])[O-]. The product is Fc1ccc(-c2ccc3nc(N4CCN(c5ncccc5C(F)(F)F)CC4)[nH]c3c2)cc1F. As a reaction SMILES: [Br:12][c:13]1[cH:14][cH:15][c:16]2[c:17]([nH:18][c:19]([N:21]3[CH2:22][CH2:23][N:24]([c:27]4[n:28][cH:29][cH:30][cH:31][c:32]4[C:33]([F:34])([F:35])[F:36])[CH2:25][CH2:26]3)[n:20]2)[cH:37]1.[CH3:46][O:47][CH2:48][CH2:49][O:50][CH3:51].[CH3:52][CH2:53][O:54][C:55]([CH3:56])=[O:57].[Cl-:39].[F:1][c:2]1[cH:3][c:4]([B:9]([OH:10])[OH:11])[cH:5][cH:6][c:7]1[F:8].[Li+:38].[Na+:40].[Na+:41].[O-:42][C:43](=[O:44])[O-:45]>>[F:1][c:2]1[cH:3][c:4](-[c:13]2[cH:14][cH:15][c:16]3[c:17]([nH:18][c:19]([N:21]4[CH2:22][CH2:23][N:24]([c:27]5[n:28][cH:29][cH:30][cH:31][c:32]5[C:33]([F:34])([F:35])[F:36])[CH2:25][CH2:26]4)[n:20]3)[cH:37]2)[cH:5][cH:6][c:7]1[F:8]. Starting materials: C(#N)C=1C=C(C=CC1)C1=CC=C(C=C1)OCCN(C(OC(C)(C)C)=O)C1CCC(CC1)(C)C (1,1-dimethylethyl {2-[(3′-cyano-4-biphenylyl)oxy]ethyl}(4,4-dimethylcyclohexyl)carbamate), NO (hydroxylamine), CCO (EtOH), CC=1C=CC(=CC1)S(=O)(=O)O.O (TsOH.H2O). Reaction conditions: time 70 hour. Product: CC1(CCC(CC1)N(C(OC(C)(C)C)=O)CCOC1=CC=C(C=C1)C1=CC(=CC=C1)C1=NOC=N1)C (1,1-Dimethylethyl (4,4-dimethylcyclohexyl)(2-{[3′-(1,2,4-oxadiazol-3-yl)-4-biphenylyl]oxy}ethyl)carbamate). RXN SMILES: [C:1]([C:3]1[CH:4]=[C:5]([C:9]2[CH:14]=[CH:13][C:12]([O:15][CH2:16][CH2:17][N:18]([CH:26]3[CH2:31][CH2:30][C:29]([CH3:33])([CH3:32])[CH2:28][CH2:27]3)[C:19](=[O:25])[O:20][C:21]([CH3:24])([CH3:23])[CH3:22])=[CH:11][CH:10]=2)[CH:6]=[CH:7][CH:8]=1)#[N:2].[NH2:34]O.CC1C=CC(S(O)(=O)=O)=CC=1.O.C[CH2:49][OH:50]>>[CH3:32][C:29]1([CH3:33])[CH2:30][CH2:31][CH:26]([N:18]([CH2:17][CH2:16][O:15][C:12]2[CH:11]=[CH:10][C:9]([C:5]3[CH:6]=[CH:7][CH:8]=[C:3]([C:1]4[N:34]=[CH:49][O:50][N:2]=4)[CH:4]=3)=[CH:14][CH:13]=2)[C:19](=[O:25])[O:20][C:21]([CH3:24])([CH3:23])[CH3:22])[CH2:27][CH2:28]1 |f:2.3|. Procedure: To a solution of 1,1-dimethylethyl {2-[(3′-cyano-4-biphenyl)oxy]ethyl}(4,4-dimethylcyclohexyl)carbamate (0.125 g; 0.279 mmol; step 1 above) in EtOH (2.5 mL) at room temperature was added a solution of hydroxylamine (0.25 mL of a 50 wt % aq solution). The mixture was stirred 70 h at room temperature and volatiles were removed in vacuo (1×PhMe chase). The residue was dissolved in trimethyl orthoformate (2 mL), TsOH.H2O (0.0025 g; 0.013 mmol) was added and the mixture was heated at 100° C. in a sea... Reactants: C(C)(C)(C)[Si](OC=1C=C(C[C@H]2C(N3CCC[C@@H](C(O[C@@H](C4=CC=CC(/C=C/CC[C@H](CC(N[C@H](C(N2)=O)C(C)C)=O)OC)=C4)C)=O)N3)=O)C=CC1)(C)C ((E)-(2R,5S,11S,14S,18R)-11-[3-(tert-butyl-dimethyl-silanyloxy)-benzyl]-14-isopropyl-18-methoxy-2-methyl-3-oxa-9,12,15,28-tetraaza-tricyclo[21.3.1.1*5,9*]octacosa-1(26),21,23(27),24-tetraene-4,10,13,16-tetraone), CCCC[N+](CCCC)(CCCC)CCCC.[F-] (tetra-N-butylammonium fluoride), C([O-])(O)=O.[Na+] (sodium bicarbonate). Run in O1CCCC1 (tetrahydrofuran). Conditions: time 1.5 hour. Yields the product OC=1C=C(C[C@H]2C(N3CCC[C@@H](C(O[C@@H](C4=CC=CC(/C=C/CC[C@H](CC(N[C@H](C(N2)=O)C(C)C)=O)OC)=C4)C)=O)N3)=O)C=CC1 ((E)-(2R,5S,11S,14S,18R)-11-(3-Hydroxy-benzyl)-14-isopropyl-18-methoxy-2-methyl-3-oxa-9,12,15,28-tetraaza-tricyclo[21.3.1.1*5,9*]octacosa-1(26),21,23(27),24-tetraene-4,10,13,16-tetraone). Isolated yield 122.5%. RXN SMILES: C([Si](C)(C)[O:6][C:7]1[CH:8]=[C:9]([CH:49]=[CH:50][CH:51]=1)[CH2:10][C@@H:11]1[NH:36][C:35](=[O:37])[C@H:34]([CH:38]([CH3:40])[CH3:39])[NH:33][C:32](=[O:41])[CH2:31][C@H:30]([O:42][CH3:43])[CH2:29][CH2:28][CH:27]=[CH:26][C:25]2=[CH:44][C:21](=[CH:22][CH:23]=[CH:24]2)[C@@H:20]([CH3:45])[O:19][C:18](=[O:46])[C@H:17]2[NH:47][N:13]([CH2:14][CH2:15][CH2:16]2)[C:12]1=[O:48])(C)(C)C.CCCC[N+](CCCC)(CCCC)CCCC.[F-].C(=O)(O)[O-].[Na+]>O1CCCC1>[OH:6][C:7]1[CH:8]=[C:9]([CH:49]=[CH:50][CH:51]=1)[CH2:10][C@@H:11]1[NH:36][C:35](=[O:37])[C@H:34]([CH:38]([CH3:39])[CH3:40])[NH:33][C:32](=[O:41])[CH2:31][C@H:30]([O:42][CH3:43])[CH2:29][CH2:28][CH:27]=[CH:26][C:25]2=[CH:44][C:21](=[CH:22][CH:23]=[CH:24]2)[C@@H:20]([CH3:45])[O:19][C:18](=[O:46])[C@H:17]2[NH:47][N:13]([CH2:14][CH2:15][CH2:16]2)[C:12]1=[O:48] |f:1.2,3.4|. Reported procedure: A solution of (E)-(2R,5S,11S,14S,18R)-11-[3-(tert-butyl-dimethyl-silanyloxy)-benzyl]-14-isopropyl-18-methoxy-2-methyl-3-oxa-9,12,15,28-tetraaza-tricyclo[21.3.1.1*5,9*]octacosa-1(26),21,23(27),24-tetraene-4,10,13,16-tetraone (54 mg, 0.072 mmol) in anhydrous tetrahydrofuran (10 mL) was cooled over an ice bath before addition of tetra-N-butylammonium fluoride (1 M, 108 μL, 0.108 mmol). The reaction mixture was stirred at room temperature for 1.5 hours and then saturated aqueous sodium bicarbonate s...